From a dataset of the Open Reaction Database (ORD), a public repository of structured organic reaction records. describe an organic reaction: reactants, conditions, products, and yield The reactants are [F-].[K+] (potassium fluoride), COC(\C=C/C(=O)OC)OC (methyl cis-4,4-dimethoxy-2-butenate), C(CC(=O)C)(=O)OC(C)(C)C (tert-butyl acetoacetate). Run in C(C)(C)(C)O (tert-butanol). Reaction conditions: temperature 100 celsius, time 2 day. Yields the product C(C)(C)(C)OC(=O)C(C(CC(=O)OC)C(OC)OC)C(C)=O (methyl 4-tert-butoxycarbonyl-3-dimethoxymethyl-5-oxohexanoate). Reaction SMILES: [F-].[K+].[CH3:3][O:4][CH:5]([O:12][CH3:13])/[CH:6]=[CH:7]\[C:8]([O:10][CH3:11])=[O:9].[C:14]([O:20][C:21]([CH3:24])([CH3:23])[CH3:22])(=[O:19])[CH2:15][C:16]([CH3:18])=[O:17]>C(O)(C)(C)C>[C:21]([O:20][C:14]([CH:15]([C:16](=[O:17])[CH3:18])[CH:6]([CH:5]([O:12][CH3:13])[O:4][CH3:3])[CH2:7][C:8]([O:10][CH3:11])=[O:9])=[O:19])([CH3:24])([CH3:23])[CH3:22] |f:0.1|. Procedure: Into a 500-ml reactor are placed 40 g of potassium fluoride, 40 ml of dry tert-butanol, 123 g of methyl cis-4,4-dimethoxy-2-butenate and 36 g of tert-butyl acetoacetate. The mixture is heated at 100° C. with stirring on an oil bath for two days. On completion of the reaction, the tert-butanol is distilled off from the mixture. The residue is dissolved in ethyl acetate, and the solution washed with an aqueous solution of common salt and then dried. The solvent is removed from the product. The res... Starting materials: BrCCCBr (1,3-dibromopropane), C1CCOC1 (THF), [Li]CCCC (BuLi), CCCCCC (hexane), CC1=C2C=CCC2=C(C=C1)C (4,7-dimethylindene), C1CCOC1 (THF). Reaction conditions: time 1 hour. Product: CC1=C2C=CC(C2=C(C=C1)C)CCCC1C=CC2=C(C=CC(=C12)C)C (1,3-bis(4,7-dimethyl-1-indenyl)propane). The yield is 71.0%. RXN SMILES: [Li][CH2:2][CH2:3][CH2:4][CH3:5].[CH3:6][CH2:7][CH2:8][CH2:9][CH2:10][CH3:11].[CH3:12][C:13]1[CH:21]=[CH:20][C:19]([CH3:22])=[C:18]2[C:14]=1[CH:15]=[CH:16][CH2:17]2.BrCCCBr.[CH2:28]1[CH2:32]O[CH2:30][CH2:29]1>>[CH3:5][C:4]1[CH:32]=[CH:28][C:29]([CH3:30])=[C:2]2[C:3]=1[CH:6]=[CH:7][CH:8]2[CH2:9][CH2:10][CH2:11][CH:17]1[C:18]2[C:14](=[C:13]([CH3:12])[CH:21]=[CH:20][C:19]=2[CH3:22])[CH:15]=[CH:16]1. Procedure: 31 mL of BuLi 2.5 M in hexane (76 mmol) were added dropwise to a solution of 4,7-dimethylindene (10.00 g, 69 mmol) in THF (30 mL) at −78° C. and stirred for 1 hour at the same temperature and another hour at ambient temperature. This mixture was added to a solution of 1,3-dibromopropane (3.92 mL, 38.6 mmol) in THF at −78° C. through an addition funnel over a period of 1.5 hours. The orange mixture was stirred at −78° C. for 2 hours, allowed to slowly warm to room temperature and kept at ambient ... The reactants are [H-].[Na+] (sodium hydride), Cl.CN(C)CCCl (dimethylaminoethylchloride hydrochloride), CN1C2=C(NC(C=3C1=CSC3)=O)C=CC=N2 (5,10-dihydro-10-methyl-6H-pyrido[3,2-b]thieno[3,4-e][1,4]diazepin-6-one). Solvent: CN(C=O)C (dimethylformamide). Run at time 18 hour. Yields the product CN(CCN1C2=C(N(C=3C(C1=O)=CSC3)C)N=CC=C2)C (5,10-Dihydro-5-(2-dimethylaminoethyl)-10-methyl-6H-pyrido[3,2-b]thieno[3,4-e][1,4]diazepin-6-one). As a reaction SMILES: [H-].[Na+].Cl.[CH3:4][N:5]([CH2:7][CH2:8]Cl)[CH3:6].[CH3:10][N:11]1[C:17]2=[CH:18][S:19][CH:20]=[C:16]2[C:15](=[O:21])[NH:14][C:13]2[CH:22]=[CH:23][CH:24]=[N:25][C:12]1=2>CN(C)C=O>[CH3:4][N:5]([CH3:6])[CH2:7][CH2:8][N:14]1[C:15](=[O:21])[C:16]2=[CH:20][S:19][CH:18]=[C:17]2[N:11]([CH3:10])[C:12]2[N:25]=[CH:24][CH:23]=[CH:22][C:13]1=2 |f:0.1,2.3|. Reported procedure: A mixture of 0.20 g. of 55% sodium hydride-mineral oil dispersion and 0.3 g. of dimethylaminoethylchloride hydrochloride in 12 ml. of dry dimethylformamide is stirred at room temperature for 0.5 hours. To the mixture is added 0.23 g. of 5,10-dihydro-10-methyl-6H-pyrido[3,2-b]thieno[3,4-e][1,4]diazepin-6-one and stirring is continued for 18 hours. The reaction mixture is cooled, quenched with water and extracted with chloroform. The dried chloroform extracts are concentrated to give an amber oil,... Starting materials: NC=1C(=NC(=C(C1C=C)C(F)(F)F)OC)C1=NN=C(O1)[C@](C(F)(F)F)(C)O ((S)-2-(5-(3-Amino-6-methoxy-5-(trifluoromethyl)-4-vinylpyridin-2-yl)-1,3,4-oxadiazol-2-yl)-1,1,1-trifluoropropan-2-ol), C(=O)[O-].[NH4+] (ammonium formate). The reagents and catalysts are [OH-].[OH-].[Pd+2] (palladium hydroxide on carbon). The solvent is CCO (EtOH). Reaction conditions: time 30 minute. The product is NC=1C(=NC(=C(C1CC)C(F)(F)F)OC)C1=NN=C(O1)[C@](C(F)(F)F)(C)O ((S)-2-[5-(3-Amino-4-ethyl-6-methoxy-5-trifluoromethyl-pyridin-2-yl)-[1,3,4]oxadiazol-2-yl]-1,1,1-trifluoro-propan-2-ol). As a reaction SMILES: [NH2:1][C:2]1[C:3]([C:16]2[O:20][C:19]([C@@:21]([OH:27])([CH3:26])[C:22]([F:25])([F:24])[F:23])=[N:18][N:17]=2)=[N:4][C:5]([O:14][CH3:15])=[C:6]([C:10]([F:13])([F:12])[F:11])[C:7]=1[CH:8]=[CH2:9].C([O-])=O.[NH4+]>CCO.[OH-].[OH-].[Pd+2]>[NH2:1][C:2]1[C:3]([C:16]2[O:20][C:19]([C@@:21]([OH:27])([CH3:26])[C:22]([F:25])([F:24])[F:23])=[N:18][N:17]=2)=[N:4][C:5]([O:14][CH3:15])=[C:6]([C:10]([F:12])([F:13])[F:11])[C:7]=1[CH2:8][CH3:9] |f:1.2,4.5.6|. Reported procedure: To a stirring solution of (S)-2-(5-(3-amino-6-methoxy-5-(trifluoromethyl)-4-vinylpyridin-2-yl)-1,3,4-oxadiazol-2-yl)-1,1,1-trifluoropropan-2-ol (step 1)(153 mg, 0.384 mmol) in EtOH (10 ml) was added palladium hydroxide on carbon (43.2 mg, 0.307 mmol) followed by ammonium formate (969 mg, 15.37 mmol). The reaction mixture was heated at relux for 30 minutes. The mixture was filtered through Celite® and diluted with EtOAc. The filtrate and washed with sat.NaHCO3, water, brine and dried over MgSO4. ... The reactants are CNC=O, Cc1cc(Cc2nnc(Nc3ccc(Cl)cc3)c3ccccc23)ccn1, [Fe+2], O, O, O, O, O, O, O, OO, O=S(=O)([O-])[O-]. Yields the product CNC(=O)c1cc(Cc2nnc(Nc3ccc(Cl)cc3)c3ccccc23)ccn1. As a reaction SMILES: [CH3:29][NH:30][CH:31]=[O:32].[Cl:1][c:2]1[cH:3][cH:4][c:5]([NH:6][c:7]2[n:8][n:9][c:10]([CH2:17][c:18]3[cH:19][c:20]([CH3:24])[n:21][cH:22][cH:23]3)[c:11]3[cH:12][cH:13][cH:14][cH:15][c:16]23)[cH:25][cH:26]1.[Fe+2:45].[OH2:33].[OH2:34].[OH2:35].[OH2:36].[OH2:37].[OH2:38].[OH2:39].[OH:27][OH:28].[S:40]([O-:41])([O-:42])(=[O:43])=[O:44]>>[Cl:1][c:2]1[cH:3][cH:4][c:5]([NH:6][c:7]2[n:8][n:9][c:10]([CH2:17][c:18]3[cH:19][c:20]([C:31]([NH:30][CH3:29])=[O:32])[n:21][cH:22][cH:23]3)[c:11]3[cH:12][cH:13][cH:14][cH:15][c:16]23)[cH:25][cH:26]1. RXN SMILES: [CH3:32][CH2:33][OH:34].[ClH:31].[F:1][c:2]1[cH:3][c:4]([C:5](=[O:6])[O:7][CH2:8][CH3:9])[cH:10][cH:11][c:12]1[CH2:13][c:14]1[s:15][cH:16][c:17](-[c:19]2[cH:20][c:21]([C:25]([F:26])([F:27])[F:28])[cH:22][cH:23][cH:24]2)[n:18]1.[Na+:30].[OH-:29]>>[F:1][c:2]1[cH:3][c:4]([C:5](=[O:6])[OH:7])[cH:10][cH:11][c:12]1[CH2:13][c:14]1[s:15][cH:16][c:17](-[c:19]2[cH:20][c:21]([C:25]([F:26])([F:27])[F:28])[cH:22][cH:23][cH:24]2)[n:18]1. Yields the product O=C(O)c1ccc(Cc2nc(-c3cccc(C(F)(F)F)c3)cs2)c(F)c1. The reactants are CCO, Cl, CCOC(=O)c1ccc(Cc2nc(-c3cccc(C(F)(F)F)c3)cs2)c(F)c1, [Na+], [OH-]. Starting materials: [OH-].[Na+] (sodium hydroxide), Cl.Cl.OC1=C(C=CC2=C(C(=CC=C12)O)CNC1CCCCC1)CNC1CCCCC1 (1,6-dihydroxy-2,5-bis-(cyclohexylaminomethyl)-naphthalene dihydrochloride). The solvent is O (water). Yields the product OC1=C(C=CC2=C(C(=CC=C12)O)CNC1CCCCC1)CNC1CCCCC1 (1,6-Dihydroxy-2,5-bis-(cyclohexylaminomethyl)-naphthalene). Reaction SMILES: Cl.Cl.[OH:3][C:4]1[C:13]2[C:8](=[C:9]([CH2:15][NH:16][CH:17]3[CH2:22][CH2:21][CH2:20][CH2:19][CH2:18]3)[C:10]([OH:14])=[CH:11][CH:12]=2)[CH:7]=[CH:6][C:5]=1[CH2:23][NH:24][CH:25]1[CH2:30][CH2:29][CH2:28][CH2:27][CH2:26]1.[OH-].[Na+]>O>[OH:3][C:4]1[C:13]2[C:8](=[C:9]([CH2:15][NH:16][CH:17]3[CH2:22][CH2:21][CH2:20][CH2:19][CH2:18]3)[C:10]([OH:14])=[CH:11][CH:12]=2)[CH:7]=[CH:6][C:5]=1[CH2:23][NH:24][CH:25]1[CH2:30][CH2:29][CH2:28][CH2:27][CH2:26]1 |f:0.1.2,3.4|. Procedure details: To a solution of 1,6-dihydroxy-2,5-bis-(cyclohexylaminomethyl)-naphthalene dihydrochloride (prepared by modification of the process set forth in U.S. Pat. No. 3,009,912) (5.0 g, 0.011 mol) in water (200 ml) was added 0.1N sodium hydroxide (220 ml, 0.022 mol). The solid that separated out was collected by filtration, washed with water, and dried in vacuo; yield 4.0 g (95%). The 200 MHz NMR spectrum in chloroform-d was in accord with the desired structure. Mass spectrum(fast atom bombardment): m/z...